Dataset: the Open Reaction Database (ORD), a public repository of structured organic reaction records. Task: describe an organic reaction: reactants, conditions, products, and yield Reactants: aqueous solution, Cl (hydrochloride), [OH-].[Na+] (sodium hydroxide), C(=O)(C=1NC=CN1)C=1NC=CN1 (Carbonyl di-imidazole), ClC1=NC(=C2N=CN(C2=N1)[C@@H]1O[C@@H]([C@@H]2[C@H]1OC(O2)(C)C)C(=O)O)NCC(C2=CC=CC=C2)C2=CC=CC=C2 ((3aS,4S,6R,6aR)-6-[2-chloro-6-(2,2-diphenyl-ethylamino)-purin-9-yl]-2,2-dimethyl-tetrahydro-furo[3,4-d][1,3]dioxole-4-carboxylic acid), CNOC (N,O-dimethylhydroxylamine). The solvent is ClCCl (dichloromethane), ClCCl (dichloromethane). Run at time 1 hour. Yields the product CON(C(=O)[C@H]1O[C@H]([C@@H]2OC(O[C@@H]21)(C)C)N2C1=NC(=NC(=C1N=C2)NCC(C2=CC=CC=C2)C2=CC=CC=C2)Cl)C ((3aS,4S,6R,6aR)-6-[2-Chloro-6-(2,2-diphenyl-ethylamino)-purin-9-yl]-2,2-dimethyl-tetrahydro-furo[3,4-d][1,3]dioxole-4-carboxylic acid methoxy-methyl-amide). RXN SMILES: C(C1NC=CN=1)(C1NC=CN=1)=O.[Cl:13][C:14]1[N:22]=[C:21]2[C:17]([N:18]=[CH:19][N:20]2[C@H:23]2[C@@H:27]3[O:28][C:29]([CH3:32])([CH3:31])[O:30][C@@H:26]3[C@@H:25]([C:33]([OH:35])=O)[O:24]2)=[C:16]([NH:36][CH2:37][CH:38]([C:45]2[CH:50]=[CH:49][CH:48]=[CH:47][CH:46]=2)[C:39]2[CH:44]=[CH:43][CH:42]=[CH:41][CH:40]=2)[N:15]=1.[CH3:51][NH:52][O:53][CH3:54].Cl.[OH-].[Na+]>ClCCl>[CH3:54][O:53][N:52]([CH3:51])[C:33]([C@@H:25]1[C@@H:26]2[C@@H:27]([O:28][C:29]([CH3:31])([CH3:32])[O:30]2)[C@H:23]([N:20]2[CH:19]=[N:18][C:17]3[C:21]2=[N:22][C:14]([Cl:13])=[N:15][C:16]=3[NH:36][CH2:37][CH:38]([C:45]2[CH:50]=[CH:49][CH:48]=[CH:47][CH:46]=2)[C:39]2[CH:40]=[CH:41][CH:42]=[CH:43][CH:44]=2)[O:24]1)=[O:35] |f:4.5|. Procedure details: Carbonyl di-imidazole (2.37 g, 14.6 mmol) was added to a stirring solution of (3aS,4S,6R,6aR)-6-[2-chloro-6-(2,2-diphenyl-ethylamino)-purin-9-yl]-2,2-dimethyl-tetrahydro-furo[3,4-d][1,3]dioxole-4-carboxylic acid (prepared by following the method of Preparation 4 in International Patent Application No. WO94/17090) (6.015 g, 11.23 mmol) in dry dichloromethane (30 ml) under nitrogen. Mixture was stirred for 1 h. A dichloromethane solution of N,O-dimethylhydroxylamine (25.8 mmol; generated by basifi... The reactants are FC(C(=O)O)(F)F.ClC=1C=NC=2NC=3C=CC=C(CCC4=C(C=CC(NC1N2)=C4)CO)C3 ([6-chloro-2,4,8,22-tetraazatetracyclo[14.3.1.1(3,7).1(9,13)]docosa-1(20),3(22),4,6,9(21),10,12,16,18-nonaen-12-yl]methanol trifluoroacetate), N[C@@H]1CN(CC1)C(=O)OC(C)(C)C (tert-butyl (3S)-3-aminopyrrolidine-1-carboxylate). Yields the product FC(C(=O)O)(F)F.FC(C(=O)O)(F)F.ClC=1C=NC=2NC=3C=CC=C(CCC4=C(C=CC(NC1N2)=C4)CN[C@@H]4CN(CC4)C(=O)OC(C)(C)C)C3 (tert-Butyl (3S)-3-({[6-chloro-2,4,8,22-tetraazatetracyclo[14.3.1.1(3,7).1(9,13)]docosa-1(20),3(22),4,6,9(21),10,12,16,18-nonaen-12-yl]methyl}amino)pyrrolidine-1-carboxylate bis(trifluoroacetate)). Isolated yield 47.0%. RXN SMILES: [F:1][C:2]([F:7])([F:6])[C:3]([OH:5])=[O:4].[Cl:8][C:9]1[CH:10]=[N:11][C:12]2[NH:13][C:14]3[CH:15]=[CH:16][CH:17]=[C:18]([CH:32]=3)[CH2:19][CH2:20][C:21]3[CH:29]=[C:25]([NH:26][C:27]=1[N:28]=2)[CH:24]=[CH:23][C:22]=3[CH2:30]O.[NH2:33][C@H:34]1[CH2:38][CH2:37][N:36]([C:39]([O:41][C:42]([CH3:45])([CH3:44])[CH3:43])=[O:40])[CH2:35]1>>[F:1][C:2]([F:7])([F:6])[C:3]([OH:5])=[O:4].[F:1][C:2]([F:7])([F:6])[C:3]([OH:5])=[O:4].[Cl:8][C:9]1[CH:10]=[N:11][C:12]2[NH:13][C:14]3[CH:15]=[CH:16][CH:17]=[C:18]([CH:32]=3)[CH2:19][CH2:20][C:21]3[CH:29]=[C:25]([NH:26][C:27]=1[N:28]=2)[CH:24]=[CH:23][C:22]=3[CH2:30][NH:33][C@H:34]1[CH2:38][CH2:37][N:36]([C:39]([O:41][C:42]([CH3:45])([CH3:44])[CH3:43])=[O:40])[CH2:35]1 |f:0.1,3.4.5|. Reported procedure: The desired compound was prepared according to the procedure of Example B191 step A, using [6-chloro-2,4,8,22-tetraazatetracyclo[14.3.1.1(3,7).1(9,13)]docosa-1(20),3(22),4,6,9(21),10,12,16,18-nonaen-12-yl]methanol trifluoroacetate and tert-butyl (3S)-3-aminopyrrolidine-1-carboxylate as the starting materials in 47% yield. LCMS for C28H34ClN6O2(M+H)+: m/z=521.3. Reactants: CCOc1cnc(CCl)c(OCC)c1, Fc1cccc(-c2ncc[nH]2)n1, CN(C)C=O, O. The product is CCOc1cnc(Cn2ccnc2-c2cccc(F)n2)c(OCC)c1. RXN SMILES: [Cl:1][CH2:2][c:3]1[n:4][cH:5][c:6]([O:12][CH2:13][CH3:14])[cH:7][c:8]1[O:9][CH2:10][CH3:11].[F:15][c:16]1[n:17][c:18](-[c:22]2[nH:23][cH:24][cH:25][n:26]2)[cH:19][cH:20][cH:21]1.[O:27]=[CH:28][N:29]([CH3:30])[CH3:31].[OH2:32]>>[CH2:2]([c:3]1[n:4][cH:5][c:6]([O:12][CH2:13][CH3:14])[cH:7][c:8]1[O:9][CH2:10][CH3:11])[n:26]1[c:22](-[c:18]2[n:17][c:16]([F:15])[cH:21][cH:20][cH:19]2)[n:23][cH:24][cH:25]1.